This data is from the Open Reaction Database (ORD), a public repository of structured organic reaction records. The task is: describe an organic reaction: reactants, conditions, products, and yield The reactants are CC(C)(COCC(=O)O)NC(=O)OC(C)(C)C, ClCCl, CCN=C=NCCCN(C)C, CNC(=O)C(Cc1ccccc1)N(C)C(=O)C(Cc1cccc2ccccc12)NC, Cl, On1nnc2cccnc21. The product is CNC(=O)C(Cc1ccccc1)N(C)C(=O)C(Cc1cccc2ccccc12)N(C)C(=O)COCC(C)(C)NC(=O)OC(C)(C)C. Reaction SMILES: [C:1]([CH3:2])([CH3:3])([CH3:4])[O:5][C:6](=[O:7])[NH:8][C:9]([CH2:10][O:11][CH2:12][C:13](=[O:14])[OH:15])([CH3:16])[CH3:17].[CH2:70]([Cl:71])[Cl:72].[CH3:29][N:30]([CH3:31])[CH2:32][CH2:33][CH2:34][N:35]=[C:36]=[N:37][CH2:38][CH3:39].[CH3:40][N:41]([C:42]([CH:43]([CH2:44][c:45]1[cH:46][cH:47][cH:48][c:49]2[cH:50][cH:51][cH:52][cH:53][c:54]12)[NH:55][CH3:56])=[O:57])[CH:58]([CH2:59][c:60]1[cH:61][cH:62][cH:63][cH:64][cH:65]1)[C:66]([NH:67][CH3:68])=[O:69].[ClH:28].[OH:18][n:19]1[c:20]2[n:21][cH:22][cH:23][cH:24][c:25]2[n:26][n:27]1>>[C:1]([CH3:2])([CH3:3])([CH3:4])[O:5][C:6](=[O:7])[NH:8][C:9]([CH2:10][O:11][CH2:12][C:13](=[O:15])[N:55]([CH:43]([C:42]([N:41]([CH3:40])[CH:58]([CH2:59][c:60]1[cH:61][cH:62][cH:63][cH:64][cH:65]1)[C:66]([NH:67][CH3:68])=[O:69])=[O:57])[CH2:44][c:45]1[cH:46][cH:47][cH:48][c:49]2[cH:50][cH:51][cH:52][cH:53][c:54]12)[CH3:56])([CH3:16])[CH3:17]. The reactants are C([O-])(O)=O.[Na+] (sodium bicarbonate), Cl.NC1=C(C=C(C=C1)O)Cl (4-amino-3-chlorophenol hydrochloride), C(C)(=O)[O-].[Na+] (sodium acetate), O (water). The solvent is C(C)(=O)O (acetic acid). Product: C(C)(=O)NC1=C(C=C(C=C1)O)Cl (4-acetamido-3-chlorophenol). Isolated yield 84.2%. Reaction SMILES: Cl.[NH2:2][C:3]1[CH:8]=[CH:7][C:6]([OH:9])=[CH:5][C:4]=1[Cl:10].[C:11]([O-])(=[O:13])[CH3:12].[Na+].O.C(=O)(O)[O-].[Na+]>C(O)(=O)C>[C:11]([NH:2][C:3]1[CH:8]=[CH:7][C:6]([OH:9])=[CH:5][C:4]=1[Cl:10])(=[O:13])[CH3:12] |f:0.1,2.3,5.6|. Procedure: Part E. A solution of 4-amino-3-chlorophenol hydrochloride (18.6 g, 103 mmol) and sodium acetate (18.6 g, 227 mmol) in glacial acetic acid (200 mL) was heated to gentle reflux for 12 hours, then cooled and poured into 4 volumes water. This was neutralized with portionwise addition of sodium bicarbonate, and the resulting mixture was extracted with ethyl acetate (2×500 mL). The extracts were washed with brine, combined, dried over magnesium sulfate, filtered and evaporated. The resulting solid wa... Starting materials: ice, Cl (hydrochloric acid), OC1=CC=C(C(=O)O)C=C1 (4-hydroxybenzoic acid), [OH-].[Na+] (sodium hydroxide), C(C)(=O)OC(C)=O (acetic anhydride). Run in O (water), O (water). Run at temperature 0 celsius. Product: C(C)(=O)OC1=CC=C(C(=O)O)C=C1 (4-Acetoxybenzoic Acid). Reaction SMILES: [OH:1][C:2]1[CH:10]=[CH:9][C:5]([C:6]([OH:8])=[O:7])=[CH:4][CH:3]=1.[OH-].[Na+].[C:13](OC(=O)C)(=[O:15])[CH3:14].Cl>O>[C:13]([O:1][C:2]1[CH:10]=[CH:9][C:5]([C:6]([OH:8])=[O:7])=[CH:4][CH:3]=1)(=[O:15])[CH3:14] |f:1.2|. Procedure details: An amount of 4-hydroxybenzoic acid (92.1 grams (g), 0.67 mole) was dissolved in a solution of sodium hydroxide (NaOH) (53.4 g, 1.33 moles) and 1.33 liters (L) of water in a 4 L beaker. The solution was stirred and cooled to a temperature of 0° C. by adding crushed ice, then acetic anhydride (102.1 g, 1.00 mole) was added. The temperature was maintained at -2° C. for 1 hour by adding one kilogram (kg) of crushed ice. A solution of concentrated hydrochloric acid (HCl) (144.7 g, 1.42 moles) in 267 ...